Dataset: the Open Reaction Database (ORD), a public repository of structured organic reaction records. Task: describe an organic reaction: reactants, conditions, products, and yield Reactants: methyl ester, COC(C[C@@H]1COC2=C1C=CC(=C2)O[C@@H]2CCC1=C(C(=CC=C21)C(F)(F)F)CN2CC=1N(CC2)C=CN1)=O ({(S)-6-[(R)-4-(5,6-dihydro-8H-imidazo[1,2-a]pyrazin-7-ylmethyl)-5-trifluoromethyl-indan-1-yloxy]-2,3-dihydro-benzofuran-3-yl}-acetic acid methyl ester), COC(C[C@@H]1COC2=C1C=CC(=C2)O[C@@H]2CCC1=C(C(=CC=C21)C(F)(F)F)CBr)=O ({(S)-6-[(R)-4-bromomethyl-5-trifluoromethyl-indan-1-yloxy]-2,3-dihydro-benzofuran-3-yl}-acetic acid methyl ester), N=1C=CN2C1CNCC2 (5,6,7,8-tetrahydro-imidazo[1,2-a]pyrazine). The product is N=1C=CN2C1CN(CC2)CC2=C1CC[C@H](C1=CC=C2C(F)(F)F)OC2=CC1=C([C@@H](CO1)CC(=O)O)C=C2 ({(S)-6-[(R)-4-(5,6-Dihydro-8H-imidazo[1,2-a]pyrazin-7-ylmethyl)-5-trifluoromethyl-indan-1-yloxy]-2,3-dihydro-benzofuran-3-yl}-acetic acid). RXN SMILES: C[O:2][C:3](=[O:38])[CH2:4][C@H:5]1[C:9]2[CH:10]=[CH:11][C:12]([O:14][C@H:15]3[C:23]4[C:18](=[C:19]([CH2:28][N:29]5[CH2:34][CH2:33][N:32]6[CH:35]=[CH:36][N:37]=[C:31]6[CH2:30]5)[C:20]([C:24]([F:27])([F:26])[F:25])=[CH:21][CH:22]=4)[CH2:17][CH2:16]3)=[CH:13][C:8]=2[O:7][CH2:6]1.COC(=O)C[C@H]1C2C=CC(O[C@H]3C4C(=C(CBr)C(C(F)(F)F)=CC=4)CC3)=CC=2OC1.N1C=CN2CCNCC=12>>[N:37]1[CH:36]=[CH:35][N:32]2[CH2:33][CH2:34][N:29]([CH2:28][C:19]3[C:20]([C:24]([F:25])([F:27])[F:26])=[CH:21][CH:22]=[C:23]4[C:18]=3[CH2:17][CH2:16][C@H:15]4[O:14][C:12]3[CH:11]=[CH:10][C:9]4[C@H:5]([CH2:4][C:3]([OH:38])=[O:2])[CH2:6][O:7][C:8]=4[CH:13]=3)[CH2:30][C:31]=12. Procedure: The methyl ester of the title compound, {(S)-6-[(R)-4-(5,6-dihydro-8H-imidazo[1,2-a]pyrazin-7-ylmethyl)-5-trifluoromethyl-indan-1-yloxy]-2,3-dihydro-benzofuran-3-yl}-acetic acid methyl ester, is prepared from {(S)-6-[(R)-4-bromomethyl-5-trifluoromethyl-indan-1-yloxy]-2,3-dihydro-benzofuran-3-yl}-acetic acid methyl ester and 5,6,7,8-tetrahydro-imidazo[1,2-a]pyrazine following a procedure analogous to that described for Intermediate 42. The crude product is directly submitted to the saponification... The reactants are O=C(CBr)c1ccccc1[N+](=O)[O-], O=C([O-])[O-], CC(C)=CCn1c(Cl)nc2c1c(=O)[nH]c(=O)n2C, CN(C)C=O, [K+], [K+], [Na+], [OH-]. Product: CC(C)=CCn1c(Cl)nc2c1c(=O)n(CC(=O)c1ccccc1[N+](=O)[O-])c(=O)n2C. RXN SMILES: [Br:19][CH2:20][C:21](=[O:22])[c:23]1[c:24]([N+:29](=[O:30])[O-:31])[cH:25][cH:26][cH:27][cH:28]1.[C:32](=[O:33])([O-:34])[O-:35].[CH3:1][n:2]1[c:3](=[O:18])[nH:4][c:5](=[O:17])[c:6]2[n:7]([CH2:12][CH:13]=[C:14]([CH3:15])[CH3:16])[c:8]([Cl:11])[n:9][c:10]12.[CH3:40][N:41]([CH3:42])[CH:43]=[O:44].[K+:36].[K+:37].[Na+:39].[OH-:38]>>[CH3:1][n:2]1[c:3](=[O:18])[n:4]([CH2:20][C:21](=[O:22])[c:23]2[c:24]([N+:29](=[O:30])[O-:31])[cH:25][cH:26][cH:27][cH:28]2)[c:5](=[O:17])[c:6]2[n:7]([CH2:12][CH:13]=[C:14]([CH3:15])[CH3:16])[c:8]([Cl:11])[n:9][c:10]12. The reactants are C1(=CC=CC=C1)P(C1=CC=CC=2C(C3=CC=CC(=C3OC12)P(C1=CC=CC=C1)C1=CC=CC=C1)(C)C)C1=CC=CC=C1 (4,5-bis(diphenylphosphino)-9,9-dimethylxanthene), CCN(C(C)C)C(C)C (DIPEA), BrC=1C=C(C(=O)N(C)C=2C=NC(=CC2C2=C(C=C(C=C2)F)OC)C)C=C(C1)C(F)(F)F (3-bromo-N-(4-(4-fluoro-2-methoxyphenyl)-6-methylpyridin-3-yl)-N-methyl-5-(trifluoromethyl)benzamide), C[Si](CCS)(C)C (2-(trimethylsilyl)ethanethiol), [NH4+].[Cl-] (NH4Cl). The reagents and catalysts are C=1C=CC(=CC1)/C=C/C(=O)/C=C/C2=CC=CC=C2.C=1C=CC(=CC1)/C=C/C(=O)/C=C/C2=CC=CC=C2.C=1C=CC(=CC1)/C=C/C(=O)/C=C/C2=CC=CC=C2.[Pd].[Pd] (tris(dibenzylideneacetone)dipalladium). The solvent is O1CCOCC1 (dioxane), CCOC(=O)C (EtOAc). Conditions: temperature 120 celsius, time 5.5 hour. The product is FC1=CC(=C(C=C1)C1=C(C=NC(=C1)C)N(C(C1=CC(=CC(=C1)SCC[Si](C)(C)C)C(F)(F)F)=O)C)OC (N-(4-(4-fluoro-2-methoxyphenyl)-6-methylpyridin-3-yl)-N-methyl-3-(trifluoromethyl)-5-(2-(trimethylsilyl)ethylthio)benzamide). Reaction SMILES: Br[C:2]1[CH:3]=[C:4]([CH:25]=[C:26]([C:28]([F:31])([F:30])[F:29])[CH:27]=1)[C:5]([N:7]([C:9]1[CH:10]=[N:11][C:12]([CH3:24])=[CH:13][C:14]=1[C:15]1[CH:20]=[CH:19][C:18]([F:21])=[CH:17][C:16]=1[O:22][CH3:23])[CH3:8])=[O:6].[CH3:32][Si:33]([CH3:38])([CH3:37])[CH2:34][CH2:35][SH:36].C1(P(C2C=CC=CC=2)C2C3OC4C(=CC=CC=4P(C4C=CC=CC=4)C4C=CC=CC=4)C(C)(C)C=3C=CC=2)C=CC=CC=1.CCN(C(C)C)C(C)C.[NH4+].[Cl-]>O1CCOCC1.C1C=CC(/C=C/C(/C=C/C2C=CC=CC=2)=O)=CC=1.C1C=CC(/C=C/C(/C=C/C2C=CC=CC=2)=O)=CC=1.C1C=CC(/C=C/C(/C=C/C2C=CC=CC=2)=O)=CC=1.[Pd].[Pd].CCOC(C)=O>[F:21][C:18]1[CH:19]=[CH:20][C:15]([C:14]2[CH:13]=[C:12]([CH3:24])[N:11]=[CH:10][C:9]=2[N:7]([CH3:8])[C:5](=[O:6])[C:4]2[CH:3]=[C:2]([S:36][CH2:35][CH2:34][Si:33]([CH3:38])([CH3:37])[CH3:32])[CH:27]=[C:26]([C:28]([F:29])([F:30])[F:31])[CH:25]=2)=[C:16]([O:22][CH3:23])[CH:17]=1 |f:4.5,7.8.9.10.11|. Procedure: A solution of 3-bromo-N-(4-(4-fluoro-2-methoxyphenyl)-6-methylpyridin-3-yl)-N-methyl-5-(trifluoromethyl)benzamide (0.59 g, 1.19 mmol) and 2-(trimethylsilyl)ethanethiol (159 mg, 187 μL, 1.19 mmol) in dioxane (5.9 mL) was stirred under argon for 5 minutes in a sealed tube. To the clear, light yellow solution were added tris(dibenzylideneacetone)dipalladium (0) (27.2 mg, 29.7 μmol, CAS RN 52409-22-0), 4,5-bis(diphenylphosphino)-9,9-dimethylxanthene (34.3 mg, 59.3 μmol, CAS RN 161265-03-8) and DIPEA... Starting materials: C1CCNCC1, COC(=O)c1ccc(F)cc1C(F)(F)F, [K+], [K+], O=C([O-])[O-], CN(C)C=O, O. Yields the product COC(=O)c1ccc(N2CCCCC2)cc1C(F)(F)F. As a reaction SMILES: [CH2:22]1[CH2:23][CH2:24][NH:25][CH2:26][CH2:27]1.[F:1][c:2]1[cH:3][c:4]([C:12]([F:13])([F:14])[F:15])[c:5]([C:6](=[O:7])[O:8][CH3:9])[cH:10][cH:11]1.[K+:16].[K+:17].[O-:18][C:19]([O-:20])=[O:21].[O:29]=[CH:30][N:31]([CH3:32])[CH3:33].[OH2:28]>>[c:2]1([N:25]2[CH2:24][CH2:23][CH2:22][CH2:27][CH2:26]2)[cH:3][c:4]([C:12]([F:13])([F:14])[F:15])[c:5]([C:6](=[O:7])[O:8][CH3:9])[cH:10][cH:11]1. Yields the product COC(CCC(=O)NO)c1ccc(Cl)cc1. As a reaction SMILES: [C-:21]#[N:22].[CH2:24]1[O:25][CH2:26][CH2:27][CH2:28]1.[CH3:17][OH:18].[CH3:1][O:2][C:3]([CH2:4][CH2:5][CH:6]([O:7][CH3:8])[c:9]1[cH:10][cH:11][c:12]([Cl:15])[cH:13][cH:14]1)=[O:16].[K+:23].[NH2:19][OH:20].[OH2:29]>>[O:2]=[C:3]([CH2:4][CH2:5][CH:6]([O:7][CH3:8])[c:9]1[cH:10][cH:11][c:12]([Cl:15])[cH:13][cH:14]1)[NH:19][OH:20]. The reactants are [C-]#N, C1CCOC1, CO, COC(=O)CCC(OC)c1ccc(Cl)cc1, [K+], NO, O. Reactants: BrC1=NC=CC=C1C=O (2-bromopyridine-3-carbaldehyde), Cl.NO (hydroxylamine hydrochloride), C(C)(=O)[O-].[Na+] (sodium ethanoate). Solvent: C(C)O (ethanol). Conditions: time 8 hour. The product is BrC1=NC=CC=C1C=NO (2-bromopyridine-3-carbaldehyde oxime). Yield: 90.7%. RXN SMILES: [Br:1][C:2]1[C:7]([CH:8]=O)=[CH:6][CH:5]=[CH:4][N:3]=1.Cl.[NH2:11][OH:12].C([O-])(=O)C.[Na+]>C(O)C>[Br:1][C:2]1[C:7]([CH:8]=[N:11][OH:12])=[CH:6][CH:5]=[CH:4][N:3]=1 |f:1.2,3.4|. Reported procedure: To a solution of 2-bromopyridine-3-carbaldehyde (2.04 g) in ethanol (25 mL) is added hydroxylamine hydrochloride (948 mg, 13.16 mmol) and sodium ethanoate (1.09 g, 13.16 mmol). The mixture is stirred at room temperature overnight. The solvent is evaporated under reduced pressure and the residue partitioned between dichloromethane and water. The organic layer is separated, dried over sodium sulfate, filtered and solvent evaporated in vacuo to give 2 g of 2-bromopyridine-3-carbaldehyde oxime. MS (... The reactants are CCOC(=O)C1=C(C)NC(N)=C(C(=O)OCC)C1c1cccc([N+](=O)[O-])c1, CCBr, CCO. Yields the product CCOC(=O)C1=C(C)N=C(N)C(CC)(C(=O)OCC)C1c1cccc([N+](=O)[O-])c1. Reaction SMILES: [CH2:1]([CH3:2])[O:3][C:4](=[O:5])[C:6]1=[C:7]([NH2:27])[NH:8][C:9]([CH3:26])=[C:10]([C:21](=[O:22])[O:23][CH2:24][CH3:25])[CH:11]1[c:12]1[cH:13][c:14]([N+:18](=[O:19])[O-:20])[cH:15][cH:16][cH:17]1.[CH2:28]([CH3:29])[Br:30].[CH3:31][CH2:32][OH:33]>>[CH2:1]([CH3:2])[O:3][C:4](=[O:5])[C:6]1([CH2:28][CH3:29])[C:7]([NH2:27])=[N:8][C:9]([CH3:26])=[C:10]([C:21](=[O:22])[O:23][CH2:24][CH3:25])[CH:11]1[c:12]1[cH:13][c:14]([N+:18](=[O:19])[O-:20])[cH:15][cH:16][cH:17]1. As a reaction SMILES: [C:1]([OH:10])(=O)[C:2]1[C:3](=[CH:5][CH:6]=[CH:7][CH:8]=1)[NH2:4].[CH3:11][NH2:12].[F:13][C:14]1[CH:21]=[C:20]([O:22][CH3:23])[CH:19]=[CH:18][C:15]=1[CH:16]=O.OC1[CH2:30][CH2:29][N:28](C(OC(C)(C)C)=O)[CH2:27][CH2:26]1.[C:38]1(=O)[CH2:41][CH2:40][CH2:39]1>>[CH:38]1([N:28]2[CH2:29][CH2:30][CH:23]([O:22][C:20]3[CH:19]=[CH:18][C:15]([C:16]4[N:12]([CH3:11])[C:1](=[O:10])[C:2]5[C:3](=[CH:5][CH:6]=[CH:7][CH:8]=5)[N:4]=4)=[C:14]([F:13])[CH:21]=3)[CH2:26][CH2:27]2)[CH2:41][CH2:40][CH2:39]1. Procedure details: The entitled compound was obtained according to the method of Example 85 but using anthranilic acid, methylamine, 2-fluoro-4-methoxybenzaldehyde, tert-butyl 4-hydroxytetrahydro-1(2H)-pyridinecarboxylate, and cyclobutanone. The reactants are C(C=1C(N)=CC=CC1)(=O)O (anthranilic acid), OC1CCN(CC1)C(=O)OC(C)(C)C (tert-butyl 4-hydroxytetrahydro-1(2H)-pyridinecarboxylate), C1(CCC1)=O (cyclobutanone), CN (methylamine), FC1=C(C=O)C=CC(=C1)OC (2-fluoro-4-methoxybenzaldehyde). The product is C1(CCC1)N1CCC(CC1)OC1=CC(=C(C=C1)C1=NC2=CC=CC=C2C(N1C)=O)F (2-{4-[{1-Cyclobutylpiperidin-4-yl)oxy]-2-fluorophenyl}-3-methylquinazolin-4(3H)-one). Reactants: S(=O)(=O)(O)[O-].[K+] (potassium hydrogen sulfate), CCN=C=NCCCN(C)C (EDCI), C1=CC=C2C(=C1)N=NN2O.O (HOBT hydrate), FC(C(=O)O)(F)F.C(C)C1=NSC(=N1)CN1C(N(C(C2=C1C=C(S2)C2=CC=CC=C2)=O)C2CCNCC2)=O (1-[(3-ethyl-1,2,4-thiadiazol-5-yl)methyl]-6-phenyl-3-(piperidin-4-yl)thieno[3,2-d]pyrimidine-2,4(1H,3H)-dione trifluoroacetate), FC(C(=O)O)(F)F.C(C)C1=NSC(=N1)CN1C(N(C(C2=C1C=C(S2)C2=CC=CC=C2)=O)C2CCNCC2)=O (1-[(3-ethyl-1,2,4-thiadiazol-5-yl)methyl]-6-phenyl-3-(piperidin-4-yl)thieno[3,2-d]pyrimidine-2,4(1H,3H)-dione trifluoroacetate), C(C)OC1=CC=2[C@@H]3[C@H](N=C(C2C=C1OC)C1=CC=C(C(=O)O)C=C1)CCSC3 (4-[(4aR,10bR)-9-ethoxy-8-methoxy-3,4,4a,10b-tetrahydro-1H-thiopyrano[4,3-c]isoquinolin-6-yl]benzoic acid), CCN=C=NCCCN(C)C (EDCI), C1=CC=C2C(=C1)N=NN2O.O (HOBT hydrate). Solvent: C(Cl)Cl (DCM). Conditions: time 3 day. The product is C(C)OC1=CC=2[C@@H]3[C@H](N=C(C2C=C1OC)C1=CC=C(C=C1)C(=O)N1CCC(CC1)N1C(N(C2=C(C1=O)SC(=C2)C2=CC=CC=C2)CC2=NC(=NS2)CC)=O)CCSC3 (3-[1-({4-[(4aR,10bR)-9-ethoxy-8-methoxy-3,4,4a,10b-tetrahydro-1H-thiopyrano[4,3-c]isoquinolin-6-yl]phenyl}carbonyl)piperidin-4-yl]-1-[(3-ethyl-1,2,4-thiadiazol-5-yl)methyl]-6-phenylthieno[3,2-d]pyrimidine-2,4(1H,3H)-dione). RXN SMILES: FC(F)(F)C(O)=O.[CH2:8]([C:10]1[N:14]=[C:13]([CH2:15][N:16]2[C:21]3[CH:22]=[C:23]([C:25]4[CH:30]=[CH:29][CH:28]=[CH:27][CH:26]=4)[S:24][C:20]=3[C:19](=[O:31])[N:18]([CH:32]3[CH2:37][CH2:36][NH:35][CH2:34][CH2:33]3)[C:17]2=[O:38])[S:12][N:11]=1)[CH3:9].[CH2:39]([O:41][C:42]1[C:51]([O:52][CH3:53])=[CH:50][C:49]2[C:48]([C:54]3[CH:62]=[CH:61][C:57]([C:58](O)=[O:59])=[CH:56][CH:55]=3)=[N:47][C@@H:46]3[CH2:63][CH2:64][S:65][CH2:66][C@@H:45]3[C:44]=2[CH:43]=1)[CH3:40].CCN=C=NCCCN(C)C.C1C=C2N=NN(O)C2=CC=1.O.S([O-])(O)(=O)=O.[K+]>C(Cl)Cl>[CH2:39]([O:41][C:42]1[C:51]([O:52][CH3:53])=[CH:50][C:49]2[C:48]([C:54]3[CH:55]=[CH:56][C:57]([C:58]([N:35]4[CH2:36][CH2:37][CH:32]([N:18]5[C:19](=[O:31])[C:20]6[S:24][C:23]([C:25]7[CH:30]=[CH:29][CH:28]=[CH:27][CH:26]=7)=[CH:22][C:21]=6[N:16]([CH2:15][C:13]6[S:12][N:11]=[C:10]([CH2:8][CH3:9])[N:14]=6)[C:17]5=[O:38])[CH2:33][CH2:34]4)=[O:59])=[CH:61][CH:62]=3)=[N:47][C@@H:46]3[CH2:63][CH2:64][S:65][CH2:66][C@@H:45]3[C:44]=2[CH:43]=1)[CH3:40] |f:0.1,4.5,6.7|. Reported procedure: To a suspension of 1-[(3-ethyl-1,2,4-thiadiazol-5-yl)methyl]-6-phenyl-3-(piperidin-4-yl)thieno[3,2-d]pyrimidine-2,4(1H,3H)-dione trifluoroacetate (250 mg; compound B46), 4-[(4aR,10bR)-9-ethoxy-8-methoxy-3,4,4a,10b-tetrahydro-1H-thiopyrano[4,3-c]isoquinolin-6-yl]benzoic acid (175 mg; compound C10), EDCI (84 mg) and HOBT hydrate (60 mg) in DCM (15 ml) DIPEA (0.23 ml) is added. After 14 h at RT additional EDCI (84 mg) and HOBT hydrate (60 mg) are added and the reaction mixture is stirred for additi...